This data is from the Open Reaction Database (ORD), a public repository of structured organic reaction records. The task is: describe an organic reaction: reactants, conditions, products, and yield Reactants: C=1C=CC(=CC1)P(C=2C=CC=CC2)C3=CC=C4C=CC=CC4=C3C5=C6C=CC=CC6=CC=C5P(C=7C=CC=CC7)C=8C=CC=CC8 (BINAP), BrC=1C=C2C\C(\C(C2=CC1OC)=O)=C/C1=CC(=CC=C1)C(F)(F)F ((E)-5-bromo-6-methoxy-2-(3-(trifluoromethyl)benzylidene)-2,3-dihydro-1H-inden-1-one), CC1CCNCC1 (4-methylpiperidine), C([O-])([O-])=O.[Cs+].[Cs+] (cesium carbonate). Reagents/catalysts: C=1C=CC(=CC1)/C=C/C(=O)/C=C/C2=CC=CC=C2.C=1C=CC(=CC1)/C=C/C(=O)/C=C/C2=CC=CC=C2.C=1C=CC(=CC1)/C=C/C(=O)/C=C/C2=CC=CC=C2.[Pd].[Pd] (Pd2(dba)3). Solvent: C1(=CC=CC=C1)C (toluene). Conditions: temperature 110 celsius. Yields the product COC1=C(C=C2C\C(\C(C2=C1)=O)=C/C1=CC(=CC=C1)C(F)(F)F)N1CCC(CC1)C ((E)-6-methoxy-5-(4-methylpiperidin-1-yl)-2-(3-(trifluoromethyl)benzylidene)-2,3-dihydro-1H-inden-1-one). Reaction SMILES: Br[C:2]1[CH:3]=[C:4]2[C:8](=[CH:9][C:10]=1[O:11][CH3:12])[C:7](=[O:13])/[C:6](=[CH:14]/[C:15]1[CH:20]=[CH:19][CH:18]=[C:17]([C:21]([F:24])([F:23])[F:22])[CH:16]=1)/[CH2:5]2.[CH3:25][CH:26]1[CH2:31][CH2:30][NH:29][CH2:28][CH2:27]1.C(=O)([O-])[O-].[Cs+].[Cs+].C1C=CC(P(C2C(C3C(P(C4C=CC=CC=4)C4C=CC=CC=4)=CC=C4C=3C=CC=C4)=C3C(C=CC=C3)=CC=2)C2C=CC=CC=2)=CC=1>C1(C)C=CC=CC=1.C1C=CC(/C=C/C(/C=C/C2C=CC=CC=2)=O)=CC=1.C1C=CC(/C=C/C(/C=C/C2C=CC=CC=2)=O)=CC=1.C1C=CC(/C=C/C(/C=C/C2C=CC=CC=2)=O)=CC=1.[Pd].[Pd]>[CH3:12][O:11][C:10]1[CH:9]=[C:8]2[C:4]([CH2:5]/[C:6](=[CH:14]\[C:15]3[CH:20]=[CH:19][CH:18]=[C:17]([C:21]([F:24])([F:23])[F:22])[CH:16]=3)/[C:7]2=[O:13])=[CH:3][C:2]=1[N:29]1[CH2:30][CH2:31][CH:26]([CH3:25])[CH2:27][CH2:28]1 |f:2.3.4,7.8.9.10.11|. Procedure details: To a solution of 152 (120 mg, 0.3007 mmol) and 4-methylpiperidine 129 (60.2 mg, 0.6015 mmol) in toluene was added cesium carbonate (197.2 mg, 0.6015 mmol). The reaction was degassed and purged with nitrogen for 10 min. Pd2(dba)3 (13.7 mg, 0.0150 mmol) and BINAP (28.1 mg, 0.0451 mmol) was added and again degassed and purged with nitrogen for another 10 min. The reaction was heated to 110° C. overnight under sealed conditions. The reaction was diluted with chloroform and filtered through celite be... The reactants are C1CCOC1, C[Si](C)(C)N=C=O, Cc1c(Cl)cccc1N1CN(C(=O)CN(CCN)C(=O)c2cccc(Cl)c2)CC1=O. RXN SMILES: [CH2:38]1[O:39][CH2:40][CH2:41][CH2:42]1.[CH3:31][Si:32]([CH3:33])([CH3:34])[N:35]=[C:36]=[O:37].[NH2:1][CH2:2][CH2:3][N:4]([C:5]([c:6]1[cH:7][c:8]([Cl:12])[cH:9][cH:10][cH:11]1)=[O:13])[CH2:14][C:15](=[O:16])[N:17]1[CH2:18][N:19]([c:23]2[c:24]([CH3:30])[c:25]([Cl:29])[cH:26][cH:27][cH:28]2)[C:20](=[O:22])[CH2:21]1>>[NH:1]([CH2:2][CH2:3][N:4]([C:5]([c:6]1[cH:7][c:8]([Cl:12])[cH:9][cH:10][cH:11]1)=[O:13])[CH2:14][C:15](=[O:16])[N:17]1[CH2:18][N:19]([c:23]2[c:24]([CH3:30])[c:25]([Cl:29])[cH:26][cH:27][cH:28]2)[C:20](=[O:22])[CH2:21]1)[C:36]([NH2:35])=[O:37]. The product is Cc1c(Cl)cccc1N1CN(C(=O)CN(CCNC(N)=O)C(=O)c2cccc(Cl)c2)CC1=O. The reactants are N#Cc1ccc(N2CCC(C(=O)O)CC2)cc1, ClCCCl, CC1CNCC(C)N1, CCOCC, ClCCl, Cl, CN(C)C=O, On1nnc2ccccc21. Product: CC1CN(C(=O)C2CCN(c3ccc(C#N)cc3)CC2)CC(C)N1, Cl. As a reaction SMILES: [C:1](#[N:2])[c:3]1[cH:4][cH:5][c:6]([N:9]2[CH2:10][CH2:11][CH:12]([C:15](=[O:16])[OH:17])[CH2:13][CH2:14]2)[cH:7][cH:8]1.[CH2:50]([Cl:51])[CH2:52][Cl:53].[CH3:28][CH:29]1[NH:30][CH:31]([CH3:35])[CH2:32][NH:33][CH2:34]1.[CH3:45][CH2:46][O:47][CH2:48][CH3:49].[Cl:42][CH2:43][Cl:44].[ClH:36].[O:37]=[CH:38][N:39]([CH3:40])[CH3:41].[OH:18][n:19]1[c:20]2[c:21]([cH:22][cH:23][cH:24][cH:25]2)[n:26][n:27]1>>[C:1](#[N:2])[c:3]1[cH:4][cH:5][c:6]([N:9]2[CH2:10][CH2:11][CH:12]([C:15](=[O:17])[N:33]3[CH2:32][CH:31]([CH3:35])[NH:30][CH:29]([CH3:28])[CH2:34]3)[CH2:13][CH2:14]2)[cH:7][cH:8]1.[ClH:36]. Starting materials: CN(C(=O)CCN(C(OCC1=CC=CC=C1)=O)C)C (Benzyl [2-(dimethylcarbamoyl)ethyl]methylcarbamate). Reagents/catalysts: [C].[Pd] (palladium-carbon). Run in O1CCCC1 (tetrahydrofuran). Reaction conditions: time 16 hour. Product: CN(C(CCNC)=O)C (N,N-Dimethyl-3-(methylamino)propionamide). As a reaction SMILES: [CH3:1][N:2]([CH3:19])[C:3]([CH2:5][CH2:6][N:7](C)[C:8](=O)OCC1C=CC=CC=1)=[O:4]>O1CCCC1.[C].[Pd]>[CH3:1][N:2]([CH3:19])[C:3](=[O:4])[CH2:5][CH2:6][NH:7][CH3:8] |f:2.3|. Procedure: Benzyl [2-(dimethylcarbamoyl)ethyl]methylcarbamate (I-140) (0.62 g, 2.35 mmol) was dissolved in tetrahydrofuran (15 ml), and 10% palladium-carbon (containing about 50% water, 0.15 g) was added, followed by stirring for 16 hours under hydrogen gas atmosphere. The catalyst was removed by filtration, and the solvent was evaporated away under reduced pressure to obtain a yellow oil (0.31, quant.). The reactants are BrC1=CC=C2C=C(C(=C(C2=C1)O)[C@@H](C(=O)O[C@H]1[C@@H](CC[C@H](C1)C)C(C)C)OC(C)(C)C)C ((S)-((1R,2S,5R)-2-isopropyl-5-methylcyclohexyl) 2-(7-bromo-1-hydroxy-3-methylnaphthalen-2-yl)-2-tert-butoxyacetate), C(C)[BH-](CC)CC.[Li+] (lithium triethylborohydride), [NH4+].[Cl-] (NH4Cl). Run at temperature 55 celsius, time 2.5 hour. Run in C1CCOC1 (THF). Yields the product BrC1=CC=C2C=C(C(=C(C2=C1)O)[C@@H](CO)OC(C)(C)C)C ((S)-7-bromo-2-(1-tert-butoxy-2-hydroxyethyl)-3-methylnaphthalen-1-ol). Reported procedure: To a solution of (S)-((1R,2S,5R)-2-isopropyl-5-methylcyclohexyl) 2-(7-bromo-1-hydroxy-3-methylnaphthalen-2-yl)-2-tert-butoxyacetate (4.56 g, 9.02 mmol) in THF (45 mL) was added lithium triethylborohydride solution (Super Hydride, 1.0 M in THF, 36 mL, 36 mmol). The reaction was stirred at 55° C. for 2.5 h. A saturated solution of NH4Cl was added. The layers were separated, and the organic layer was dried, filtered, and concentrated in vacuo. The crude material was purified by column chromatograph... Reaction SMILES: [Br:1][C:2]1[CH:11]=[C:10]2[C:5]([CH:6]=[C:7]([CH3:32])[C:8]([C@H:13]([O:27][C:28]([CH3:31])([CH3:30])[CH3:29])[C:14](O[C@@H]3C[C@H](C)CC[C@H]3C(C)C)=[O:15])=[C:9]2[OH:12])=[CH:4][CH:3]=1.C([BH-](CC)CC)C.[Li+].[NH4+].[Cl-]>C1COCC1>[Br:1][C:2]1[CH:11]=[C:10]2[C:5]([CH:6]=[C:7]([CH3:32])[C:8]([C@H:13]([O:27][C:28]([CH3:30])([CH3:29])[CH3:31])[CH2:14][OH:15])=[C:9]2[OH:12])=[CH:4][CH:3]=1 |f:1.2,3.4|. Starting materials: BrB(Br)Br, COc1cnc2[nH]cc(-c3cn[nH]c3)c2c1, ClCCl. Yields the product Oc1cnc2[nH]cc(-c3cn[nH]c3)c2c1. As a reaction SMILES: [B:17]([Br:18])([Br:19])[Br:20].[CH3:1][O:2][c:3]1[cH:4][c:5]2[c:6]([n:7][cH:8]1)[nH:9][cH:10][c:11]2-[c:12]1[cH:13][n:14][nH:15][cH:16]1.[Cl:21][CH2:22][Cl:23]>>[OH:2][c:3]1[cH:4][c:5]2[c:6]([n:7][cH:8]1)[nH:9][cH:10][c:11]2-[c:12]1[cH:13][nH:14][n:15][cH:16]1. Starting materials: ClCC(=O)C1=CC(=C(C=C1)C)S(N)(=O)=O (2-chloro-4'-methyl-3'-sulfamoylacetophenone), C(C)(C)NC(=S)NC(C)C (1,3-diisopropyl thiourea). Yields the product Cl.C(C)(C)N1C(SCC1(O)C1=CC(=C(C=C1)C)S(N)(=O)=O)=NC(C)C (3-Isopropyl-2-isopropylimino-4-(4-methyl-3-sulfamoylphenyl)-1,3-thiazolidine-4-ol-hydrochloride). As a reaction SMILES: [Cl:1][CH2:2][C:3]([C:5]1[CH:10]=[CH:9][C:8]([CH3:11])=[C:7]([S:12](=[O:15])(=[O:14])[NH2:13])[CH:6]=1)=[O:4].[CH:16]([NH:19][C:20]([NH:22][CH:23]([CH3:25])[CH3:24])=[S:21])([CH3:18])[CH3:17]>>[ClH:1].[CH:23]([N:22]1[C:3]([C:5]2[CH:10]=[CH:9][C:8]([CH3:11])=[C:7]([S:12](=[O:15])(=[O:14])[NH2:13])[CH:6]=2)([OH:4])[CH2:2][S:21][C:20]1=[N:19][CH:16]([CH3:18])[CH3:17])([CH3:25])[CH3:24] |f:2.3|. Reported procedure: 5 g of 2-chloro-4'-methyl-3'-sulfamoylacetophenone and 3.2 g of 1,3-diisopropyl thiourea were reacted as prescribed in Example 12 and worked up according to Example 67d). Colorless crystals, melting point: 152° C (decomposition). Starting materials: C(C1=CC=CC=C1)[C@@H]1[C@@H](CN(CC1)CCS(=O)(=O)C1=CC=C(C=C1)O)O ((3S,4S)-4-[2-(4-benzyl-3-hydroxy-piperidin-1-yl)-ethanesulfonyl]-phenol), C(C)(C)(C)OC(=O)NCCC(=O)NCCC(=O)O (3-(3-tert-butoxycarbonylamino-propionylamino)-propionic acid). Yields the product C(C1=CC=CC=C1)[C@@H]1[C@@H](CN(CC1)CCS(=O)(=O)C1=CC=C(C=C1)OC(CCNC(CCNC(=O)OC(C)(C)C)=O)=O)O (3-(3-tert-Butoxycarbonylamino-propionylamino)-propionic Acid (3S,4S)-4-[2-(4-benzyl-3-hydroxy-piperidin-1-yl)-ethanesulfonyl]-phenyl Ester). Yield: 13.0%. Reaction SMILES: [CH2:1]([C@H:8]1[CH2:13][CH2:12][N:11]([CH2:14][CH2:15][S:16]([C:19]2[CH:24]=[CH:23][C:22]([OH:25])=[CH:21][CH:20]=2)(=[O:18])=[O:17])[CH2:10][C@H:9]1[OH:26])[C:2]1[CH:7]=[CH:6][CH:5]=[CH:4][CH:3]=1.[C:27]([O:31][C:32]([NH:34][CH2:35][CH2:36][C:37]([NH:39][CH2:40][CH2:41][C:42](O)=[O:43])=[O:38])=[O:33])([CH3:30])([CH3:29])[CH3:28]>>[CH2:1]([C@H:8]1[CH2:13][CH2:12][N:11]([CH2:14][CH2:15][S:16]([C:19]2[CH:24]=[CH:23][C:22]([O:25][C:42](=[O:43])[CH2:41][CH2:40][NH:39][C:37](=[O:38])[CH2:36][CH2:35][NH:34][C:32]([O:31][C:27]([CH3:28])([CH3:29])[CH3:30])=[O:33])=[CH:21][CH:20]=2)(=[O:18])=[O:17])[CH2:10][C@H:9]1[OH:26])[C:2]1[CH:7]=[CH:6][CH:5]=[CH:4][CH:3]=1. Procedure: The title compound was prepared from (3S,4S)-4-[2-(4-benzyl-3-hydroxy-piperidin-1-yl)-ethanesulfonyl]-phenol and 3-(3-tert-butoxycarbonylamino-propionylamino)-propionic acid in 13% yield as a colorless solid. The product is Cc1oc(-c2ccccc2)nc1C(=O)COc1ccc(C=C2SC(=O)NC2=O)cc1. Starting materials: Cc1oc(-c2ccccc2)nc1C(=O)CBr, CN(C)C=O, CC(=O)O, [H-], [Na+], O, O=C1NC(=O)C(=Cc2ccc(O)cc2)S1. Reaction SMILES: [Br:18][CH2:19][C:20](=[O:21])[c:22]1[n:23][c:24](-[c:28]2[cH:29][cH:30][cH:31][cH:32][cH:33]2)[o:25][c:26]1[CH3:27].[CH3:35][N:36]([CH3:37])[CH:38]=[O:39].[CH3:40][C:41](=[O:42])[OH:43].[H-:1].[Na+:2].[OH2:34].[OH:3][c:4]1[cH:5][cH:6][c:7]([CH:8]=[C:9]2[C:10](=[O:15])[NH:11][C:12](=[O:14])[S:13]2)[cH:16][cH:17]1>>[O:3]([c:4]1[cH:5][cH:6][c:7]([CH:8]=[C:9]2[C:10](=[O:15])[NH:11][C:12](=[O:14])[S:13]2)[cH:16][cH:17]1)[CH2:19][C:20](=[O:21])[c:22]1[n:23][c:24](-[c:28]2[cH:29][cH:30][cH:31][cH:32][cH:33]2)[o:25][c:26]1[CH3:27].